Dataset: the Open Reaction Database (ORD), a public repository of structured organic reaction records. Task: describe an organic reaction: reactants, conditions, products, and yield Reactants: NC=1C=C2NC(C(NC2=CC1[N+](=O)[O-])=O)=O (6-amino-7-nitro-2,3(1H,4H)-quinoxalinedione), COC(=O)C1(OC(CC1)OC)OC (2-methoxycarbonyl-2,5-dimethoxytetrahydrofuran), C(C)(=O)[O-].[Na+] (sodium acetate). Run in C(C)(=O)O (acetic acid). Product: COC(=O)C=1N(C=CC1)C=1C=C2NC(C(NC2=CC1[N+](=O)[O-])=O)=O (6-(2-methoxycarbonyl-1-pyrrolyl)-7-nitro-2,3(1H,4H)-quinoxalinedione). RXN SMILES: [NH2:1][C:2]1[CH:3]=[C:4]2[C:9](=[CH:10][C:11]=1[N+:12]([O-:14])=[O:13])[NH:8][C:7](=[O:15])[C:6](=[O:16])[NH:5]2.[CH3:17][O:18][C:19]([C:21]1(OC)[CH2:25][CH2:24][CH:23](OC)O1)=[O:20].C([O-])(=O)C.[Na+]>C(O)(=O)C>[CH3:17][O:18][C:19]([C:21]1[N:1]([C:2]2[CH:3]=[C:4]3[C:9](=[CH:10][C:11]=2[N+:12]([O-:14])=[O:13])[NH:8][C:7](=[O:15])[C:6](=[O:16])[NH:5]3)[CH:23]=[CH:24][CH:25]=1)=[O:20] |f:2.3|. Procedure details: 7 g (27.1 mmol) of 6-amino-7-nitro-2,3(1H,4H)-quinoxalinedione, 5.1 g (27.1mmol) of 2-methoxycarbonyl-2,5-dimethoxytetrahydrofuran and 4.5 g (54.2 mmol) of sodium acetate in 500 ml of glacial acetic acid were refluxed for one hour. The reaction mixture was concentrated and then the crude product was purified by column chromatography on silica gel (mobile phase: toluene/acetone/glacial acetic acid=10/10/1).